From a dataset of the Open Reaction Database (ORD), a public repository of structured organic reaction records. describe an organic reaction: reactants, conditions, products, and yield Starting materials: Cc1ccc2c(c1)c1c(OCCN)cccc1n2Cc1ccccc1, CCOC=O, ClCCl. The product is Cc1ccc2c(c1)c1c(OCCNC=O)cccc1n2Cc1ccccc1. As a reaction SMILES: [CH2:1]([c:2]1[cH:3][cH:4][cH:5][cH:6][cH:7]1)[n:8]1[c:9]2[cH:10][cH:11][c:12]([CH3:25])[cH:13][c:14]2[c:15]2[c:16]([O:21][CH2:22][CH2:23][NH2:24])[cH:17][cH:18][cH:19][c:20]12.[CH:26](=[O:27])[O:28][CH2:29][CH3:30].[Cl:31][CH2:32][Cl:33]>>[CH2:1]([c:2]1[cH:3][cH:4][cH:5][cH:6][cH:7]1)[n:8]1[c:9]2[cH:10][cH:11][c:12]([CH3:25])[cH:13][c:14]2[c:15]2[c:16]([O:21][CH2:22][CH2:23][NH:24][CH:26]=[O:27])[cH:17][cH:18][cH:19][c:20]12.